This data is from the Open Reaction Database (ORD), a public repository of structured organic reaction records. The task is: describe an organic reaction: reactants, conditions, products, and yield Reactants: OC(CBr)c1ccc(Cl)cc1Cl, CCOCC, Clc1ccc(COCC2CCC=CO2)cc1. The product is Clc1ccc(COCC2CCCC(OC(CBr)c3ccc(Cl)cc3Cl)O2)cc1. RXN SMILES: [Br:1][CH2:2][CH:3]([c:4]1[c:5]([Cl:11])[cH:6][c:7]([Cl:10])[cH:8][cH:9]1)[OH:12].[CH3:29][CH2:30][O:31][CH2:32][CH3:33].[Cl:13][c:14]1[cH:15][cH:16][c:17]([CH2:18][O:19][CH2:20][CH:21]2[O:22][CH:23]=[CH:24][CH2:25][CH2:26]2)[cH:27][cH:28]1>>[Br:1][CH2:2][CH:3]([c:4]1[c:5]([Cl:11])[cH:6][c:7]([Cl:10])[cH:8][cH:9]1)[O:12][CH:23]1[O:22][CH:21]([CH2:20][O:19][CH2:18][c:17]2[cH:16][cH:15][c:14]([Cl:13])[cH:28][cH:27]2)[CH2:26][CH2:25][CH2:24]1. The reactants are CC1=CC=C(C=C1)C#CCO (p-methylphenylethynylcarbinol), C1(O)=CC=C(O)C=C1 (hydroquinone). Run in C(=O)O (formic acid). The product is CC1=CC=C(C=CC=O)C=C1 (p-methylcinnamaldehyde). The yield is 80.0%. Reaction SMILES: [CH3:1][C:2]1[CH:7]=[CH:6][C:5]([C:8]#[C:9][CH2:10][OH:11])=[CH:4][CH:3]=1.C1(C=CC(O)=CC=1)O>C(O)=O>[CH3:1][C:2]1[CH:7]=[CH:6][C:5]([CH:8]=[CH:9][CH:10]=[O:11])=[CH:4][CH:3]=1. Procedure details: A mixture of 250 g of 75% strength aqueous formic acid, 50 g of p-methylphenylethynylcarbinol and 0.5 g of hydroquinone is refluxed for 1 hour and then worked up as described in Example 1 to give 40 g (corresponding to 80% of theory) of p-methylcinnamaldehyde having a boiling point of 90°-95° C./0.1 mbar. The reactants are CC(=O)N1CC(C)(C)c2ccc(NC(=O)c3ccccc3[N+](=O)[O-])cc21, CCO, Cl. Yields the product CC1(C)CNc2cc(NC(=O)c3ccccc3[N+](=O)[O-])ccc21. RXN SMILES: [C:1](=[O:2])([CH3:3])[N:4]1[CH2:5][C:6]([CH3:25])([CH3:26])[c:7]2[cH:8][cH:9][c:10]([NH:13][C:14]([c:15]3[c:16]([N+:21](=[O:22])[O-:23])[cH:17][cH:18][cH:19][cH:20]3)=[O:24])[cH:11][c:12]21.[CH3:27][CH2:28][OH:29].[ClH:30]>>[NH:4]1[CH2:5][C:6]([CH3:25])([CH3:26])[c:7]2[cH:8][cH:9][c:10]([NH:13][C:14]([c:15]3[c:16]([N+:21](=[O:22])[O-:23])[cH:17][cH:18][cH:19][cH:20]3)=[O:24])[cH:11][c:12]21. The yield is 106.1%. Product: BrC1=CC(=C(CN2CCCCC2)C=C1)F (1-(4-Bromo-2-fluorobenzyl)-piperidine). Run at time 14 hour. Procedure: To a pre-stirred solution of 4-bromo-2-fluorobenzaldehyde (1.82 g, 9.0 mmol) and piperidine (0.97 mL, 9.9 mmol) in DCM (40 mL) at 0° C. was added sodium triacetoxyborohydride (2.85 g, 13.4 mmol) in portions. The reaction mixture was allowed to warm to ambient temperature and stirred for an additional 14 h. The reaction was quenched by the addition of water (30 mL) and extracted with ethyl acetate (75 mL). The organic phase was separated, dried over anhydrous sodium sulfate, filtered and evaporat... The solvent is C(Cl)Cl (DCM). Reactants: BrC1=CC(=C(C=O)C=C1)F (4-bromo-2-fluorobenzaldehyde), N1CCCCC1 (piperidine), C(C)(=O)O[BH-](OC(C)=O)OC(C)=O.[Na+] (sodium triacetoxyborohydride). RXN SMILES: [Br:1][C:2]1[CH:9]=[CH:8][C:5]([CH:6]=O)=[C:4]([F:10])[CH:3]=1.[NH:11]1[CH2:16][CH2:15][CH2:14][CH2:13][CH2:12]1.C(O[BH-](OC(=O)C)OC(=O)C)(=O)C.[Na+]>C(Cl)Cl>[Br:1][C:2]1[CH:9]=[CH:8][C:5]([CH2:6][N:11]2[CH2:16][CH2:15][CH2:14][CH2:13][CH2:12]2)=[C:4]([F:10])[CH:3]=1 |f:2.3|. Starting materials: Clc1ccc(Br)cc1Cl, C1CCOC1, [Li]CCCC, CN1C2CCC1CC(=O)C2, [Na+], [OH-]. Yields the product CN1C2CCC1CC(O)(c1ccc(Cl)c(Cl)c1)C2. RXN SMILES: [Br:1][c:2]1[cH:3][c:4]([Cl:9])[c:5]([Cl:8])[cH:6][cH:7]1.[CH2:27]1[O:28][CH2:29][CH2:30][CH2:31]1.[CH3:10][CH2:11][CH2:12][CH2:13][Li:14].[CH3:15][N:16]1[CH:17]2[CH2:18][CH2:19][CH:20]1[CH2:21][C:22](=[O:23])[CH2:24]2.[Na+:26].[OH-:25]>>[c:2]1([C:22]2([OH:23])[CH2:21][CH:20]3[N:16]([CH3:15])[CH:17]([CH2:18][CH2:19]3)[CH2:24]2)[cH:3][c:4]([Cl:9])[c:5]([Cl:8])[cH:6][cH:7]1. The reactants are CCCCCC, O=C(Cl)Oc1ccccc1, Nc1cc(Oc2cc(F)c(NC(=O)C3(C(=O)OCc4ccccc4)CC3)cc2F)ccn1, [Na+], C1CCOC1, O=C([O-])O, c1ccncc1. The product is O=C(Nc1cc(Oc2cc(F)c(NC(=O)C3(C(=O)OCc4ccccc4)CC3)cc2F)ccn1)Oc1ccccc1. RXN SMILES: [CH3:59][CH2:60][CH2:61][CH2:62][CH2:63][CH3:64].[Cl:39][C:40](=[O:41])[O:42][c:43]1[cH:44][cH:45][cH:46][cH:47][cH:48]1.[NH2:1][c:2]1[n:3][cH:4][cH:5][c:6]([O:8][c:9]2[cH:10][c:11]([F:32])[c:12]([NH:16][C:17](=[O:18])[C:19]3([C:22](=[O:23])[O:24][CH2:25][c:26]4[cH:27][cH:28][cH:29][cH:30][cH:31]4)[CH2:20][CH2:21]3)[cH:13][c:14]2[F:15])[cH:7]1.[Na+:49].[O:54]1[CH2:55][CH2:56][CH2:57][CH2:58]1.[OH:50][C:51](=[O:52])[O-:53].[cH:33]1[cH:34][cH:35][n:36][cH:37][cH:38]1>>[NH:1]([c:2]1[n:3][cH:4][cH:5][c:6]([O:8][c:9]2[cH:10][c:11]([F:32])[c:12]([NH:16][C:17](=[O:18])[C:19]3([C:22](=[O:23])[O:24][CH2:25][c:26]4[cH:27][cH:28][cH:29][cH:30][cH:31]4)[CH2:20][CH2:21]3)[cH:13][c:14]2[F:15])[cH:7]1)[C:40](=[O:41])[O:42][c:43]1[cH:44][cH:45][cH:46][cH:47][cH:48]1. Starting materials: C(C1=CC=CC=C1)N (benzylamine), ClC=1C2=C(N=C(N1)C1=CC=NO1)SC=C2C (4-chloro-2-(isoxazol-5-yl)-5-methyl-thieno-[2,3-d]-pyrimidine). The product is O1N=CC=C1C=1N=C(C2=C(N1)SC=C2C)NCC2=CC=CC=C2 (2-(isoxazol-5-yl)-4-benzylamino-5-methyl-thieno-[2,3-d]-pyrimidine). RXN SMILES: [CH2:1]([NH2:8])[C:2]1[CH:7]=[CH:6][CH:5]=[CH:4][CH:3]=1.Cl[C:10]1[C:11]2[C:23]([CH3:24])=[CH:22][S:21][C:12]=2[N:13]=[C:14]([C:16]2[O:20][N:19]=[CH:18][CH:17]=2)[N:15]=1>>[O:20]1[C:16]([C:14]2[N:15]=[C:10]([NH:8][CH2:1][C:2]3[CH:7]=[CH:6][CH:5]=[CH:4][CH:3]=3)[C:11]3[C:23]([CH3:24])=[CH:22][S:21][C:12]=3[N:13]=2)=[CH:17][CH:18]=[N:19]1. Reported procedure: With the procedure of Example 1, the reaction of benzylamine with 4-chloro-2-(isoxazol-5-yl)-5-methyl-thieno-[2,3-d]-pyrimidine yields 2-(isoxazol-5-yl)-4-benzylamino-5-methyl-thieno-[2,3-d]-pyrimidine. The reactants are Cl (HCl), C(=O)(OC)C=1C=C(SC1)C#CC1(CCC(CC1)=O)C1=CC(=C(C=C1)OC)OC1CCCC1 (4-(4-carbomethoxythien-2-ylethynyl)-4-(3-cyclopentyloxy-4-methoxyphenyl)cyclohexan-1-one), [OH-].[K+] (potassium hydroxide), O (water). The solvent is O1CCCC1 (tetrahydrofuran), CO (methanol). Yields the product C(=O)(O)C=1C=C(SC1)C#CC1(CCC(CC1)=O)C1=CC(=C(C=C1)OC)OC1CCCC1 (4-(4-carboxythien-2-ylethynyl)-4-(3-cyclopentyloxy-4-methoxyphenyl)cyclohexan-1-one). Isolated yield 58.7%. As a reaction SMILES: [C:1]([C:5]1[CH:6]=[C:7]([C:10]#[C:11][C:12]2([C:19]3[CH:24]=[CH:23][C:22]([O:25][CH3:26])=[C:21]([O:27][CH:28]4[CH2:32][CH2:31][CH2:30][CH2:29]4)[CH:20]=3)[CH2:17][CH2:16][C:15](=[O:18])[CH2:14][CH2:13]2)[S:8][CH:9]=1)([O:3]C)=[O:2].[OH-].[K+].O.Cl>O1CCCC1.CO>[C:1]([C:5]1[CH:6]=[C:7]([C:10]#[C:11][C:12]2([C:19]3[CH:24]=[CH:23][C:22]([O:25][CH3:26])=[C:21]([O:27][CH:28]4[CH2:29][CH2:30][CH2:31][CH2:32]4)[CH:20]=3)[CH2:13][CH2:14][C:15](=[O:18])[CH2:16][CH2:17]2)[S:8][CH:9]=1)([OH:3])=[O:2] |f:1.2|. Reported procedure: A solution of 4-(4-carbomethoxythien-2-ylethynyl)-4-(3-cyclopentyloxy-4-methoxyphenyl)cyclohexan-1-one (0.12 g, 0.427 mmol) and coarsely ground potassium hydroxide (0.045 g, 0.81 mmol) in tetrahydrofuran (2.5 mL), methanol (2.5 mL), and water (0.5 mL) was stirre at room temperature under an argon atmosphere for three days. The reaction was acidified (10% HCl), was extracted three times with 5:95 methanol:dichloromethane, was dried (magnesium sulfate) and was evaporated. Purification by flash chr...